From a dataset of the Open Reaction Database (ORD), a public repository of structured organic reaction records. describe an organic reaction: reactants, conditions, products, and yield Starting materials: CN(C)c1ccncc1, COc1cc2nccc(Cl)c2cc1OC, Clc1ccccc1Cl, COC(=O)CCCCCCCCC(=O)c1cc(C)ccc1O. The product is COC(=O)CCCCCCCCC(=O)c1cc(C)ccc1Oc1ccnc2cc(OC)c(OC)cc12. Reaction SMILES: [CH3:38][N:39]([CH3:40])[c:41]1[cH:42][cH:43][n:44][cH:45][cH:46]1.[Cl:23][c:24]1[cH:25][cH:26][n:27][c:28]2[cH:29][c:30]([O:36][CH3:37])[c:31]([O:34][CH3:35])[cH:32][c:33]12.[Cl:47][c:48]1[cH:49][cH:50][cH:51][cH:52][c:53]1[Cl:54].[OH:1][c:2]1[c:3]([C:9]([CH2:10][CH2:11][CH2:12][CH2:13][CH2:14][CH2:15][CH2:16][CH2:17][C:18](=[O:19])[O:20][CH3:21])=[O:22])[cH:4][c:5]([CH3:8])[cH:6][cH:7]1>>[O:1]([c:2]1[c:3]([C:9]([CH2:10][CH2:11][CH2:12][CH2:13][CH2:14][CH2:15][CH2:16][CH2:17][C:18](=[O:19])[O:20][CH3:21])=[O:22])[cH:4][c:5]([CH3:8])[cH:6][cH:7]1)[c:24]1[cH:25][cH:26][n:27][c:28]2[cH:29][c:30]([O:36][CH3:37])[c:31]([O:34][CH3:35])[cH:32][c:33]12.